This data is from the Open Reaction Database (ORD), a public repository of structured organic reaction records. The task is: describe an organic reaction: reactants, conditions, products, and yield The reactants are aqueous solution, CN (methylamine), NC=1C(=CC(=C(C1)N1C=C(C(C2=CC(=C(C(=C12)OC)F)F)=O)C(=O)O)F)F (1-(5-amino-2,4-difluorophenyl)-6,7-difluoro-8-methoxy-4-oxo-1,4-dihydroquinoline-3-carboxylic acid). Solvent: N1=CC=CC=C1 (Pyridine). Run at temperature 50 celsius, time 25 hour. The product is NC=1C(=CC(=C(C1)N1C=C(C(C2=CC(=C(C(=C12)OC)NC)F)=O)C(=O)O)F)F (1-(5-Amino-2,4-difluorophenyl)-6-fluoro-8-methoxy-7-methylamino-4-oxo-1,4-dihydroquinoline-3-carboxylic Acid). Reaction SMILES: [CH3:1][NH2:2].[NH2:3][C:4]1[C:5]([F:29])=[CH:6][C:7]([F:28])=[C:8]([N:10]2[C:19]3[C:14](=[CH:15][C:16]([F:23])=[C:17](F)[C:18]=3[O:20][CH3:21])[C:13](=[O:24])[C:12]([C:25]([OH:27])=[O:26])=[CH:11]2)[CH:9]=1>N1C=CC=CC=1>[NH2:3][C:4]1[C:5]([F:29])=[CH:6][C:7]([F:28])=[C:8]([N:10]2[C:19]3[C:14](=[CH:15][C:16]([F:23])=[C:17]([NH:2][CH3:1])[C:18]=3[O:20][CH3:21])[C:13](=[O:24])[C:12]([C:25]([OH:27])=[O:26])=[CH:11]2)[CH:9]=1. Reported procedure: Pyridine (200 mg) and a 40% aqueous solution (200 mg) of methylamine were added to 1-(5-amino-2,4-difluorophenyl)-6,7-difluoro-8-methoxy-4-oxo-1,4-dihydroquinoline-3-carboxylic acid (100 mg), and the mixture was stirred at 50° C. for 25 hours. The solvent was distilled off, and ethanol was added to the residue. The resultant mixture was stirred, and solids were collected by filtration and washed with ethanol and diethyl ether to obtain the title compound (33 mg) as a yellow powder. Starting materials: Cl.ClC1=C2CCNCC2=C(C(=C1OC)OC)Cl (5,8-Dichloro-6,7-dimethoxy-1,2,3,4-tetrahydroisoquinoline hydrochloride), Br (HBr). Yields the product Br.ClC1=C2CCNCC2=C(C(=C1O)O)Cl (5,8-Dichloro-6,7-dihydroxy-1,2,3,4-tetrahydroisoquinoline hydrobromide). RXN SMILES: Cl.[Cl:2][C:3]1[C:12]([O:13]C)=[C:11]([O:15]C)[C:10]([Cl:17])=[C:9]2[C:4]=1[CH2:5][CH2:6][NH:7][CH2:8]2.[BrH:18]>>[BrH:18].[Cl:2][C:3]1[C:12]([OH:13])=[C:11]([OH:15])[C:10]([Cl:17])=[C:9]2[C:4]=1[CH2:5][CH2:6][NH:7][CH2:8]2 |f:0.1,3.4|. Procedure details: 5,8-Dichloro-6,7-dimethoxy-1,2,3,4-tetrahydroisoquinoline hydrochloride (1.0 g, 3.35 mmol) was suspended in aqueous HBr (48%, 10 mL) and refluxed for 5 hours before evaporation. The remaining residue was evaporated twice from toluene to give 1.05 g (quant) of the title compound as a pale solid. Starting materials: BrC=1C=C2CC(NC2=CC1)=O (5-bromooxindole), N1N=NC2=C1C=CC(=C2)C=O (1H-benzo[d][1,2,3]triazole-5-carbaldehyde). Product: N1N=NC2=C1C=CC(=C2)\C=C/2\C(NC1=CC=C(C=C21)Br)=O ((E)-3-((1H-benzo[d][1,2,3]triazol-5-yl)methylene)-5-bromoindolin-2-one). Reaction SMILES: [Br:1][C:2]1[CH:3]=[C:4]2[C:8](=[CH:9][CH:10]=1)[NH:7][C:6](=[O:11])[CH2:5]2.[NH:12]1[C:16]2[CH:17]=[CH:18][C:19]([CH:21]=O)=[CH:20][C:15]=2[N:14]=[N:13]1>>[NH:12]1[C:16]2[CH:17]=[CH:18][C:19](/[CH:21]=[C:5]3/[C:6](=[O:11])[NH:7][C:8]4[C:4]/3=[CH:3][C:2]([Br:1])=[CH:10][CH:9]=4)=[CH:20][C:15]=2[N:14]=[N:13]1. Reported procedure: The title compound was synthesized according to the method described for Example A1, except reacting 5-bromooxindole (39 mg, 0.185 mmol) with 1H-benzo[d][1,2,3]triazole-5-carbaldehyde (30 mg, 0.204 mmol) to obtain 32 mg, 51%. 1H NMR (400 MHz, d6-DMSO) δ 15.97 (s, 1H), 10.85 (s, 1H), 9.27 (s, 1H), 8.37 (d, J=9.2 Hz, 1H), 8.16 (s, 1H), 8.02 (s, 1H), 7.95 (d, J=8.4 Hz, 1H), 7.39 (d, J=8.2 Hz, 1H), 6.80 (d, J=8.3 Hz, 1H); MS ESI 341.0 [M+H]+, calcd for [C15H9BrN4O+H]+ 341.00. The reactants are CC1(C)OB(c2cccc(-c3ccccc3C#N)c2)OC1(C)C, Cc1ccc2c(Cl)ccnc2n1, [F-], [K+], O=C(C=Cc1ccccc1)C=Cc1ccccc1, O=C(C=Cc1ccccc1)C=Cc1ccccc1, O=C(C=Cc1ccccc1)C=Cc1ccccc1, [Pd], [Pd]. Yields the product Cc1ccc2c(-c3cccc(-c4ccccc4C#N)c3)ccnc2n1. As a reaction SMILES: [CH3:1][C:2]1([CH3:3])[C:4]([CH3:5])([CH3:6])[O:7][B:8]([c:9]2[cH:10][c:11](-[c:15]3[c:16]([C:21]#[N:22])[cH:17][cH:18][cH:19][cH:20]3)[cH:12][cH:13][cH:14]2)[O:23]1.[Cl:26][c:27]1[c:28]2[cH:29][cH:30][c:31]([CH3:37])[n:32][c:33]2[n:34][cH:35][cH:36]1.[F-:24].[K+:25].[O:40]=[C:41]([CH:42]=[CH:43][c:44]1[cH:45][cH:46][cH:47][cH:48][cH:49]1)[CH:50]=[CH:51][c:52]1[cH:53][cH:54][cH:55][cH:56][cH:57]1.[O:58]=[C:59]([CH:60]=[CH:61][c:62]1[cH:63][cH:64][cH:65][cH:66][cH:67]1)[CH:68]=[CH:69][c:70]1[cH:71][cH:72][cH:73][cH:74][cH:75]1.[O:76]=[C:77]([CH:78]=[CH:79][c:80]1[cH:81][cH:82][cH:83][cH:84][cH:85]1)[CH:86]=[CH:87][c:88]1[cH:89][cH:90][cH:91][cH:92][cH:93]1.[Pd:38].[Pd:39]>>[c:9]1(-[c:27]2[c:28]3[cH:29][cH:30][c:31]([CH3:37])[n:32][c:33]3[n:34][cH:35][cH:36]2)[cH:10][c:11](-[c:15]2[c:16]([C:21]#[N:22])[cH:17][cH:18][cH:19][cH:20]2)[cH:12][cH:13][cH:14]1. Starting materials: CCn1c(-c2ccc(NS(=O)(=O)CCCCl)cc2)c(C#N)c2ccc(OC)cc21, [K+], [K+], O=C([O-])[O-], CN(C)C=O, O. Product: CCn1c(-c2ccc(N3CCCS3(=O)=O)cc2)c(C#N)c2ccc(OC)cc21. Reaction SMILES: [C:1](#[N:2])[c:3]1[c:4](-[c:16]2[cH:17][cH:18][c:19]([NH:22][S:23](=[O:24])(=[O:25])[CH2:26][CH2:27][CH2:28][Cl:29])[cH:20][cH:21]2)[n:5]([CH2:14][CH3:15])[c:6]2[cH:7][c:8]([O:12][CH3:13])[cH:9][cH:10][c:11]12.[K+:30].[K+:31].[O-:32][C:33]([O-:34])=[O:35].[O:36]=[CH:37][N:38]([CH3:39])[CH3:40].[OH2:41]>>[C:1](#[N:2])[c:3]1[c:4](-[c:16]2[cH:17][cH:18][c:19]([N:22]3[S:23](=[O:24])(=[O:25])[CH2:26][CH2:27][CH2:28]3)[cH:20][cH:21]2)[n:5]([CH2:14][CH3:15])[c:6]2[cH:7][c:8]([O:12][CH3:13])[cH:9][cH:10][c:11]12. The reactants are FC(C1=C(C[NH-])C=CC=C1)(F)F (2-trifluoromethylbenzylamide), C([O-])(O)=O.[Na+] (sodium bicarbonate), C(=S)(Cl)Cl (thiophosgene). Run in ClCCl (dichloromethane), O (water), ClCCl (dichloromethane). Conditions: time 30 minute. The product is FC(C1=C(CN=C=S)C=CC=C1)(F)F (2-trifluoromethylbenzylisothiocyanate), oil. Yield: 81.0%. RXN SMILES: [F:1][C:2]([F:12])([F:11])[C:3]1[CH:10]=[CH:9][CH:8]=[CH:7][C:4]=1[CH2:5][NH-:6].C(=O)(O)[O-].[Na+].[C:18](Cl)(Cl)=[S:19]>ClCCl.O>[F:1][C:2]([F:11])([F:12])[C:3]1[CH:10]=[CH:9][CH:8]=[CH:7][C:4]=1[CH2:5][N:6]=[C:18]=[S:19] |f:1.2|. Reported procedure: A solution containing 2-trifluoromethylbenzylamide (3.50 g, 0.02 mol) in 50 ml of dichloromethane and a solution containing sodium bicarbonate (3.4 g, 0.04 mol) in 55 ml of water are added simultaneously over one hour at a temperature close to 20° C. to a solution of thiophosgene (2.28 g, 0.02 mol) in 15 ml of dichloromethane. Agitation is carried out for 30 minutes. The reaction mixture is decanted and the organic phase washed with 100 ml of water then with 100 ml of a solution of salt water. T...